describe an organic reaction: reactants, conditions, products, and yield From a dataset of the Open Reaction Database (ORD), a public repository of structured organic reaction records. The reactants are C[Si](C)(C)CC[Si](C)(C)CCCOCC1CO1, CCO, NCCN1CCOCC1. The product is C[Si](C)(C)CC[Si](C)(C)CCCOCC(O)CNCCN1CCOCC1. Reaction SMILES: [CH3:10][Si:11]([CH2:12][CH2:13][CH2:14][O:15][CH2:16][CH:17]1[O:18][CH2:19]1)([CH2:20][CH2:21][Si:22]([CH3:23])([CH3:24])[CH3:25])[CH3:26].[CH3:27][CH2:28][OH:29].[O:1]1[CH2:2][CH2:3][N:4]([CH2:7][CH2:8][NH2:9])[CH2:5][CH2:6]1>>[O:1]1[CH2:2][CH2:3][N:4]([CH2:7][CH2:8][NH:9][CH2:19][CH:17]([CH2:16][O:15][CH2:14][CH2:13][CH2:12][Si:11]([CH3:10])([CH2:20][CH2:21][Si:22]([CH3:23])([CH3:24])[CH3:25])[CH3:26])[OH:18])[CH2:5][CH2:6]1. Starting materials: NC1=NC(=C(C(=N1)C=1OC=CC1)C#N)S(=O)(=O)C (2-amino-4-furan-2-yl-6-methanesulfonyl-pyrimidine-5-carbonitrile), NCCC1=CC=C(C=C1)O (tyramine). The solvent is COCCOC (DME). The product is NC1=NC(=C(C(=N1)C=1OC=CC1)C#N)NCCC1=CC=C(C=C1)O (2-Amino-4-furan-2-yl-6-[2-(4-hydroxy-phenyl)-ethylamino]-pyrimidine-5-carbonitrile). Reaction SMILES: [NH2:1][C:2]1[N:7]=[C:6]([C:8]2[O:9][CH:10]=[CH:11][CH:12]=2)[C:5]([C:13]#[N:14])=[C:4](S(C)(=O)=O)[N:3]=1.[NH2:19][CH2:20][CH2:21][C:22]1[CH:27]=[CH:26][C:25]([OH:28])=[CH:24][CH:23]=1>COCCOC>[NH2:1][C:2]1[N:7]=[C:6]([C:8]2[O:9][CH:10]=[CH:11][CH:12]=2)[C:5]([C:13]#[N:14])=[C:4]([NH:19][CH2:20][CH2:21][C:22]2[CH:27]=[CH:26][C:25]([OH:28])=[CH:24][CH:23]=2)[N:3]=1. Procedure details: From 2-amino-4-furan-2-yl-6-methanesulfonyl-pyrimidine-5-carbonitrile and tyramine in DME. ES-MS m/e (%): 322 (M+H+, 100). Reactants: O=C([O-])[O-], COC(=O)c1ccc(Cl)nc1, Cn1nnc(-c2ccccc2Cl)c1-c1c[nH]cn1, [K+], [K+], CN(C)C=O, O. Product: COC(=O)c1ccc(-n2cnc(-c3c(-c4ccccc4Cl)nnn3C)c2)nc1. As a reaction SMILES: [C:30](=[O:31])([O-:32])[O-:33].[Cl:19][c:20]1[n:21][cH:22][c:23]([C:24](=[O:25])[O:26][CH3:27])[cH:28][cH:29]1.[Cl:1][c:2]1[c:3](-[c:8]2[n:9][n:10][n:11]([CH3:18])[c:12]2-[c:13]2[n:14][cH:15][nH:16][cH:17]2)[cH:4][cH:5][cH:6][cH:7]1.[K+:34].[K+:35].[O:37]=[CH:38][N:39]([CH3:40])[CH3:41].[OH2:36]>>[Cl:1][c:2]1[c:3](-[c:8]2[n:9][n:10][n:11]([CH3:18])[c:12]2-[c:13]2[n:14][cH:15][n:16](-[c:20]3[n:21][cH:22][c:23]([C:24](=[O:25])[O:26][CH3:27])[cH:28][cH:29]3)[cH:17]2)[cH:4][cH:5][cH:6][cH:7]1. Reactants: C(C)(=O)OCC (ethyl acetate), BrCCC1=CC=C(C=C1)CCC=1N=C(SC1)NC(C)=O (N-(4-{2-[4-(2-bromoethyl)phenyl]ethyl}-1,3-thiazol-2-yl)acetamide), C(C)(=O)NC(=S)N (1-Acetyl-2-thiourea), C(C)(=O)NC(=S)N (1-acetyl-2-thiourea). Solvent: C(C)O (ethanol). Yields the product SCCC1=CC=C(C=C1)CCC=1N=C(SC1)NC(C)=O (N-(4-{2-[4-(2-sulfanylethyl)phenyl]ethyl}-1,3-thiazol-2-yl)acetamide). Yield: 68.7%. RXN SMILES: Br[CH2:2][CH2:3][C:4]1[CH:9]=[CH:8][C:7]([CH2:10][CH2:11][C:12]2[N:13]=[C:14]([NH:17][C:18](=[O:20])[CH3:19])[S:15][CH:16]=2)=[CH:6][CH:5]=1.C(NC(N)=[S:26])(=O)C.C(OCC)(=O)C>C(O)C>[SH:26][CH2:2][CH2:3][C:4]1[CH:9]=[CH:8][C:7]([CH2:10][CH2:11][C:12]2[N:13]=[C:14]([NH:17][C:18](=[O:20])[CH3:19])[S:15][CH:16]=2)=[CH:6][CH:5]=1. Procedure: To a suspension of N-(4-{2-[4-(2-bromoethyl)phenyl]ethyl}-1,3-thiazol-2-yl)acetamide (353.3 mg, 1.000 mmol) in ethanol (4 ml) was added 1-acetyl-2-thiourea (177.4 mg, 1.501 mmol), and the mixture was heated under reflux for 7 hr. 1-Acetyl-2-thiourea (176.6 mg, 1.495 mmol) was added, and the mixture was heated under reflux for 17 hr. The mixture was cooled to room temperature, ethyl acetate (10 ml) was added, and the precipitated solid was filtered off. The filtrate was concentrated under reduced... Starting materials: ClC1=CC=C(C=C1)C1=NC=2C(=NC=CC2)N1CCC(=O)O (2-(4-chlorophenyl)-3H-imidazo[4,5-b]pyridine-3-propanoic acid), C(=O)(N1C=NC=C1)N1C=NC=C1 (1,1'-carbonyldiimidazole), CNC (dimethylamine). Solvent: O1CCCC1 (tetrahydrofuran), O1CCCC1 (tetrahydrofuran). Reaction conditions: time 1 hour. Product: Cl.ClC1=CC=C(C=C1)C1=NC=2C(=NC=CC2)N1CCC(=O)N(C)C (2-(4-Chlorophenyl)-N,N-dimethyl-3H-imidazo[4,5-b]pyridine-3-propanamide hydrochloride). The yield is 60.7%. As a reaction SMILES: [Cl:1][C:2]1[CH:7]=[CH:6][C:5]([C:8]2[N:16]([CH2:17][CH2:18][C:19]([OH:21])=O)[C:11]3=[N:12][CH:13]=[CH:14][CH:15]=[C:10]3[N:9]=2)=[CH:4][CH:3]=1.[C:22](N1C=CN=C1)([N:24]1C=CN=[CH:25]1)=O.CNC>O1CCCC1>[ClH:1].[Cl:1][C:2]1[CH:7]=[CH:6][C:5]([C:8]2[N:16]([CH2:17][CH2:18][C:19]([N:24]([CH3:25])[CH3:22])=[O:21])[C:11]3=[N:12][CH:13]=[CH:14][CH:15]=[C:10]3[N:9]=2)=[CH:4][CH:3]=1 |f:4.5|. Procedure details: A suspension of 2-(4-chlorophenyl)-3H-imidazo[4,5-b]pyridine-3-propanoic acid (5.0 g, 0.0166 mole), 1,1'-carbonyldiimidazole (3.21 g, 0.0198 mole) and dry tetrahydrofuran (100 ml) was stirred at room temperature for one hour with nitrogen bubbling through it and then refluxed for one hour under a nitrogen atmosphere. The solution which had formed was cooled and a solution of dimethylamine in tetrahydrofuran (21.4 ml of 2.3M solution, 0.05 mole) was added. The reaction mixture was stirred at room... Reactants: N1(CCNCC1)C1=CC=C(C=C1)O (4-piperazin-1-ylphenol), O (water), C(C)(=O)O (acetic acid), ClC=1N=C(C2=C(N1)CCS2)NC=2C=C(C(=O)O)C=CC2 (3-(2-chloro-6,7-dihydrothieno[3,2-d]pyrimidin-4-ylamino)benzoic acid). Conditions: temperature 180 celsius, time 16 hour. The product is ClC=1N=C(C2=C(N1)CCS2(=O)=O)CCCN ((2-chloro-5,5-dioxo-6,7-dihydro-5H-5λ6-thieno[3,2-d]pyrimidin-4-yl)propylamine). RXN SMILES: [N:1]1([C:7]2C=CC(O)=[CH:9][CH:8]=2)CCNCC1.C(O)(=[O:16])C.[Cl:18][C:19]1[N:20]=[C:21](NC2C=C(C=CC=2)C(O)=O)[C:22]2[S:27][CH2:26][CH2:25][C:23]=2[N:24]=1.[OH2:38]>>[Cl:18][C:19]1[N:20]=[C:21]([CH2:9][CH2:8][CH2:7][NH2:1])[C:22]2[S:27](=[O:16])(=[O:38])[CH2:26][CH2:25][C:23]=2[N:24]=1. Reported procedure: 1.70 g (9.54 mmol) of 4-piperazin-1-ylphenol is placed in 0.55 mL (9.62 mmol) of glacial acetic acid and heated to 180° C. in the heating block. 0.800 g (3.73 mmol) of 2-ethylsulfanyl-6,7-dihydrothieno[3,2-d]pyrimidin-4-ol (I) is added, then the mixture is left to stand for 1.5 hours at 180° C. and 16 hours at ambient temperature. Then the reaction mixture is combined with water and treated in the ultrasound bath. The precipitate is suction filtered, washed, and dried. 1.1 g of product II is obt...